Dataset: the Open Reaction Database (ORD), a public repository of structured organic reaction records. Task: describe an organic reaction: reactants, conditions, products, and yield The reactants are OB1OCc2cc(O)ccc21, O=C([O-])[O-], COCOc1cc(C#N)cnc1Cl, [Cs+], [Cs+], CN(C)C=O. The product is COCOc1cc(C#N)cnc1Oc1ccc2c(c1)COB2O. Reaction SMILES: [B:14]1([OH:24])[O:15][CH2:16][c:17]2[c:18]1[cH:19][cH:20][c:21]([OH:23])[cH:22]2.[C:25](=[O:26])([O-:27])[O-:28].[Cl:1][c:2]1[n:3][cH:4][c:5]([C:6]#[N:7])[cH:8][c:9]1[O:10][CH2:11][O:12][CH3:13].[Cs+:29].[Cs+:30].[O:31]=[CH:32][N:33]([CH3:34])[CH3:35]>>[c:2]1([O:23][c:21]2[cH:20][cH:19][c:18]3[c:17]([cH:22]2)[CH2:16][O:15][B:14]3[OH:24])[n:3][cH:4][c:5]([C:6]#[N:7])[cH:8][c:9]1[O:10][CH2:11][O:12][CH3:13]. Starting materials: C(C(=O)Cl)(=O)Cl (oxalyl chloride), C(C)(=O)OC1=C(C=C(C(=O)O)C=C1)OC (4-acetoxy-3-methoxybenzoic acid), CN(C)C=O (DMF). The solvent is C(Cl)Cl (CH2Cl2). Reaction conditions: time 4 hour. The product is C(C)(=O)OC1=C(C=C(C=C1)C(=O)Cl)OC (4-(Chlorocarbonyl)-2-methoxyphenyl acetate). The yield is 102.9%. As a reaction SMILES: [C:1]([O:4][C:5]1[CH:13]=[CH:12][C:8]([C:9](O)=[O:10])=[CH:7][C:6]=1[O:14][CH3:15])(=[O:3])[CH3:2].C(Cl)(=O)C([Cl:19])=O.CN(C=O)C>C(Cl)Cl>[C:1]([O:4][C:5]1[CH:13]=[CH:12][C:8]([C:9]([Cl:19])=[O:10])=[CH:7][C:6]=1[O:14][CH3:15])(=[O:3])[CH3:2]. Procedure: To a stirred suspension of 1.00 g (4.76 mmol) of 4-acetoxy-3-methoxybenzoic acid (Pfaltz and Bauer, Inc.) in 4 mL of anhyd CH2Cl2 (under a CaSO4 drying tube) was added 4.15 mL (47.6 mmol) of oxalyl chloride followed by 25 μL of anhyd DMF. After stirring for 4 h at room temperature, the mixture was concentrated in vacuo to afford the title compound as light yellow crystals (1.12 g, 103%). 1H-NMR (300 MHz, CDCl3) δ7.81 (dd, 1H, J=8.4, 2.1 Hz), 7.66 (d, 1H, 2.1 Hz), 7.19 (d, 1H, 8.4 Hz), 3.91 (s, 3... The reactants are ClC1=C2C(=NC=C1[N+](=O)[O-])C=CS2 (7-chloro-6-nitrothieno[3,2-b]pyridine), OC(=O)C(F)(F)F.CS(=O)(=O)CC[C@@H]1CC[C@H](CC1)N (trans-4-[2-(methylsulfonyl)ethyl]cyclohexanamine TFA salt), C(C)(C)N(C(C)C)CC (N,N-diisopropylethylamine). Run in C(C)(C)O (isopropyl alcohol). Conditions: temperature 90 celsius. Yields the product CS(=O)(=O)CC[C@@H]1CC[C@H](CC1)NC1=C2C(=NC=C1[N+](=O)[O-])C=CS2 (N-{trans-4-[2-(Methylsulfonyl)ethyl]cyclohexyl}-6-nitrothieno[3,2-b]pyridin-7-amine). RXN SMILES: Cl[C:2]1[C:7]([N+:8]([O-:10])=[O:9])=[CH:6][N:5]=[C:4]2[CH:11]=[CH:12][S:13][C:3]=12.OC(C(F)(F)F)=O.[CH3:21][S:22]([CH2:25][CH2:26][C@H:27]1[CH2:32][CH2:31][C@H:30]([NH2:33])[CH2:29][CH2:28]1)(=[O:24])=[O:23].C(N(CC)C(C)C)(C)C>C(O)(C)C>[CH3:21][S:22]([CH2:25][CH2:26][C@H:27]1[CH2:28][CH2:29][C@H:30]([NH:33][C:2]2[C:7]([N+:8]([O-:10])=[O:9])=[CH:6][N:5]=[C:4]3[CH:11]=[CH:12][S:13][C:3]=23)[CH2:31][CH2:32]1)(=[O:23])=[O:24] |f:1.2|. Procedure: A mixture of 7-chloro-6-nitrothieno[3,2-b]pyridine (0.10 g, 0.46 mmol), trans-4-[2-(methylsulfonyl)ethyl]cyclohexanamine TFA salt (0.12 g, 0.60 mmol) and N,N-diisopropylethylamine (0.40 mL, 2.3 mmol) in isopropyl alcohol (1.0 mL) was heated at 90° C. for 2 h. The reaction mixture was concentrated and purified on silica gel (eluting with 0 to 45% EtOAc in dichloromethane) to give the desired product. LCMS calculated for C16H22N3O4S2 (M+H)+: m/z=384.1. Found: 384.0. The reactants are C(C1=CC=CC=C1)OC=1C(=C(C(=O)N(CC)CC)C=CC1OC)C=O (3-benzyloxy-N,N-diethyl-2-formyl-4-methoxy-benzamide), C(C)(=O)O (acetic acid). Run in Cl (HCl). Product: OC1OC(C2=CC=C(C(=C12)O)OC)=O (3,4-Dihydroxy-5-methoxy-3H-isobenzofuran-1-one). As a reaction SMILES: C([O:8][C:9]1[C:10]([CH:24]=[O:25])=[C:11]([CH:19]=[CH:20][C:21]=1[O:22][CH3:23])[C:12](N(CC)CC)=[O:13])C1C=CC=CC=1.C(O)(=[O:28])C>Cl>[OH:28][CH:24]1[C:10]2[C:11](=[CH:19][CH:20]=[C:21]([O:22][CH3:23])[C:9]=2[OH:8])[C:12](=[O:13])[O:25]1. Procedure details: A solution of 3-benzyloxy-N,N-diethyl-2-formyl-4-methoxy-benzamide (11.6 g, 34 mmoles), prepared as described in example 56, in 10% HCl (80 ml) and acetic acid (80 ml) was refluxed for 18 hours. The solvents were evaporated and the crude taken up in toluene. The solid was washed with ethyl ether and brought to dryness to give 6.66 g of the title compound (quantitative yield) which was used as such in the subsequent step. The reactants are OC1=CC2=C(C(CO2)CC(=O)OC)C=C1 (Methyl (6-hydroxy-2,3-dihydro-1-benzofuran-3-yl)acetate), BrCCCCl (1-bromo-3-chloropropane), C([O-])([O-])=O.[K+].[K+] (potassium carbonate). Run in CN(C=O)C (N,N-dimethylformamide). Conditions: time 24 hour. The product is ClCCCOC1=CC2=C(C(CO2)CC(=O)OC)C=C1 (methyl [6-(3-chloropropoxy)-2,3-dihydro-1-benzofuran-3-yl]acetate). Yield: 79.7%. RXN SMILES: [OH:1][C:2]1[CH:15]=[CH:14][C:5]2[CH:6]([CH2:9][C:10]([O:12][CH3:13])=[O:11])[CH2:7][O:8][C:4]=2[CH:3]=1.Br[CH2:17][CH2:18][CH2:19][Cl:20].C(=O)([O-])[O-].[K+].[K+]>CN(C)C=O>[Cl:20][CH2:19][CH2:18][CH2:17][O:1][C:2]1[CH:15]=[CH:14][C:5]2[CH:6]([CH2:9][C:10]([O:12][CH3:13])=[O:11])[CH2:7][O:8][C:4]=2[CH:3]=1 |f:2.3.4|. Procedure details: Methyl (6-hydroxy-2,3-dihydro-1-benzofuran-3-yl)acetate (2.71 g, 13.0 mmol) and 1-bromo-3-chloropropane (2.46 g, 15.6 mmol) were dissolved in N,N-dimethylformamide (15 mL), and potassium carbonate (1.98 g, 14.3 mmol) was added, and the mixture was stirred under nitrogen atmosphere at room temperature for 24 hr. The reaction mixture was concentrated under reduced pressure, and water added, and the mixture was extracted with ethyl acetate. The extract was washed with saturated brine, dried over an... The reactants are OC1(CCN(CC1)C(=O)OCC)C[N+](=O)[O-] (ethyl 4-hydroxy-4-(nitromethyl)piperidine-1-carboxylate). The reagents and catalysts are [OH-].[OH-].[Pd+2] (palladium hydroxide on carbon). Run in C(C)O (ethanol). Conditions: time 5 hour. Yields the product NCC1(CCN(CC1)C(=O)OCC)O (ethyl 4-(aminomethyl)-4-hydroxypiperidine-1-carboxylate). RXN SMILES: [OH:1][C:2]1([CH2:13][N+:14]([O-])=O)[CH2:7][CH2:6][N:5]([C:8]([O:10][CH2:11][CH3:12])=[O:9])[CH2:4][CH2:3]1>C(O)C.[OH-].[OH-].[Pd+2]>[NH2:14][CH2:13][C:2]1([OH:1])[CH2:3][CH2:4][N:5]([C:8]([O:10][CH2:11][CH3:12])=[O:9])[CH2:6][CH2:7]1 |f:2.3.4|. Reported procedure: A mixture of ethyl 4-hydroxy-4-(nitromethyl)piperidine-1-carboxylate (5.2 g, 22.4 mmol) and 20% palladium hydroxide on carbon (0.50 g) in ethanol (190 mL) was hydrogenated at 35 psi (2.4×105 Pa) on a Parr apparatus for 5 h. The mixture was filtered through CELITE filter agent and the filtrate was concentrated. By 1H NMR analysis, the reaction was incomplete and the crude material was subjected to the reaction conditions again with fresh 20% palladium hydroxide on carbon (0.50 g) for another 24 h... The reactants are [I-].[K+] (potassium iodide), ClC1=CC=C(C(=O)C=2C=CC=C3C(=CNC23)CCC(=O)O)C=C1 (7-(4-chlorobenzoyl)-1H-indole-3-propanoic acid), O=[O+][O-] (ozone), O=[O+][O-] (ozone), C(C)(=O)OCC (ethyl acetate). The solvent is C(C)O (ethanol). Conditions: time 18 hour. Product: NC1=C(C=CC=C1C(C1=CC=C(C=C1)Cl)=O)C(CCC(=O)OCC)=O (2-Amino-3-(4-chlorobenzoyl)-γ-oxobenzenebutanoic acid, ethyl ester). The yield is 26.0%. As a reaction SMILES: [Cl:1][C:2]1[CH:23]=[CH:22][C:5]([C:6]([C:8]2[CH:9]=[CH:10][CH:11]=[C:12]3[C:16]=2[NH:15]C=[C:13]3[CH2:17][CH2:18][C:19]([OH:21])=[O:20])=[O:7])=[CH:4][CH:3]=1.[O:24]=[O+][O-].[I-].[K+].[C:29](OCC)(=O)[CH3:30]>C(O)C>[NH2:15][C:16]1[C:8]([C:6](=[O:7])[C:5]2[CH:22]=[CH:23][C:2]([Cl:1])=[CH:3][CH:4]=2)=[CH:9][CH:10]=[CH:11][C:12]=1[C:13](=[O:24])[CH2:17][CH2:18][C:19]([O:21][CH2:29][CH3:30])=[O:20] |f:2.3|. Procedure details: A solution of 13.1 g (0.04 mole) of 7-(4-chlorobenzoyl)-1H-indole-3-propanoic acid in 450 ml of ethyl acetate and 150 ml of absolute ethanol was treated with ozone until ozone was present above the solution. The solution was then stirred with an aqueous solution of potassium iodide, followed by a wash with aqueous sodium thiosulfate. The organic fraction was concentrated and the residue was dissolved in 250 ml of 190 proof ethanol. The solution was heated to reflux, 150 ml of 6N hydrochloric aci...